This data is from the Open Reaction Database (ORD), a public repository of structured organic reaction records. The task is: describe an organic reaction: reactants, conditions, products, and yield Product: NC=1C=C(C=C2C=CNC12)C1=C(C=C(C=C1)C=1C(=CC=CC1)S(=O)(=O)NC1(CCCC1)CO)F (4′-(7-Amino-1H-indol-5-yl)-3′-fluoro-N-[1-(hydroxymethyl)cyclopentyl]biphenyl-2-sulfonamide). Reactants: FC1=C(C=CC(=C1)B1OC(C(O1)(C)C)(C)C)C=1C=C2C=CNC2=C(C1)N (5-(2-fluoro-4-(4,4,5,5-tetramethyl-1,3,2-dioxaborolan-2-yl)phenyl)-1H-indol-7-amine), BrC1=C(C=CC=C1)S(=O)(=O)NC1(CCCC1)CO (2-bromo-N-(1-(hydroxymethyl)-cyclopentyl)benzene-sulfonamide). Reported procedure: The title compound was prepared in a manner similar to that described in Example 571 using 5-(2-fluoro-4-(4,4,5,5-tetramethyl-1,3,2-dioxaborolan-2-yl)phenyl)-1H-indol-7-amine and 2-bromo-N-(1-(hydroxymethyl)-cyclopentyl)benzene-sulfonamide in Step B. MS (ESI): mass calcd. for C26H26FN3O3S, 479.17; m/z found, 480.3 [M+H]+. 1H NMR (500 MHz, CDCl3) δ 8.18 (dd, J=8.1, 1.4, 1H), 8.13 (s, 1H), 7.65-7.50 (m, 3H), 7.42 (s, 1H), 7.41-7.31 (m, 3H), 6.87 (m, 1H), 6.61 (dd, J=3.1, 2.0, 1H), 4.05 (s, 1H), 3.... Reaction SMILES: [F:1][C:2]1[CH:7]=[C:6](B2OC(C)(C)C(C)(C)O2)[CH:5]=[CH:4][C:3]=1[C:17]1[CH:18]=[C:19]2[C:23](=[C:24]([NH2:26])[CH:25]=1)[NH:22][CH:21]=[CH:20]2.Br[C:28]1[CH:33]=[CH:32][CH:31]=[CH:30][C:29]=1[S:34]([NH:37][C:38]1([CH2:43][OH:44])[CH2:42][CH2:41][CH2:40][CH2:39]1)(=[O:36])=[O:35]>>[NH2:26][C:24]1[CH:25]=[C:17]([C:3]2[CH:4]=[CH:5][C:6]([C:28]3[C:29]([S:34]([NH:37][C:38]4([CH2:43][OH:44])[CH2:42][CH2:41][CH2:40][CH2:39]4)(=[O:36])=[O:35])=[CH:30][CH:31]=[CH:32][CH:33]=3)=[CH:7][C:2]=2[F:1])[CH:18]=[C:19]2[C:23]=1[NH:22][CH:21]=[CH:20]2. Reactants: CC(=O)[O-], Cc1ccccc1, CCOC(=O)C=[N+]=[N-], CCCc1c(Cc2ccc(-c3ccccc3C#N)cc2)c(=O)n(C2CCC(O)CC2)c2nc(C)nn12, [Rh+]. Product: CCCc1c(Cc2ccc(-c3ccccc3C#N)cc2)c(=O)n(C2CCC(OCC(=O)OCC)CC2)c2nc(C)nn12. Reaction SMILES: [C:45]([O-:46])(=[O:47])[CH3:48].[CH3:50][c:51]1[cH:52][cH:53][cH:54][cH:55][cH:56]1.[N+:37](=[N-:38])=[CH:39][C:40](=[O:41])[O:42][CH2:43][CH3:44].[OH:1][CH:2]1[CH2:3][CH2:4][CH:5]([n:8]2[c:9]3[n:10]([c:11]([CH2:30][CH2:31][CH3:32])[c:12]([CH2:15][c:16]4[cH:17][cH:18][c:19](-[c:22]5[c:23]([C:28]#[N:29])[cH:24][cH:25][cH:26][cH:27]5)[cH:20][cH:21]4)[c:13]2=[O:14])[n:33][c:34]([CH3:36])[n:35]3)[CH2:6][CH2:7]1.[Rh+:49]>>[O:1]([CH:2]1[CH2:3][CH2:4][CH:5]([n:8]2[c:9]3[n:10]([c:11]([CH2:30][CH2:31][CH3:32])[c:12]([CH2:15][c:16]4[cH:17][cH:18][c:19](-[c:22]5[c:23]([C:28]#[N:29])[cH:24][cH:25][cH:26][cH:27]5)[cH:20][cH:21]4)[c:13]2=[O:14])[n:33][c:34]([CH3:36])[n:35]3)[CH2:6][CH2:7]1)[CH2:39][C:40](=[O:41])[O:42][CH2:43][CH3:44]. Reactants: [BH4-], CC(C)(CCc1ccc(C(N)=O)cc1)NCC(O)c1ccc(OCc2ccccc2)cc1, CO, CCOCC, Cl, Cl, [Na+]. Yields the product CC(C)(CCc1ccc(C(N)=O)cc1)NCC(O)c1ccc(O)cc1. Reaction SMILES: [BH4-:1].[CH2:10]([c:11]1[cH:12][cH:13][cH:14][cH:15][cH:16]1)[O:17][c:18]1[cH:19][cH:20][c:21]([CH:24]([CH2:25][NH:26][C:27]([CH2:28][CH2:29][c:30]2[cH:31][cH:32][c:33]([C:36](=[O:37])[NH2:38])[cH:34][cH:35]2)([CH3:39])[CH3:40])[OH:41])[cH:22][cH:23]1.[CH3:42][OH:43].[CH3:4][CH2:5][O:6][CH2:7][CH3:8].[ClH:3].[ClH:9].[Na+:2]>>[OH:17][c:18]1[cH:19][cH:20][c:21]([CH:24]([CH2:25][NH:26][C:27]([CH2:28][CH2:29][c:30]2[cH:31][cH:32][c:33]([C:36](=[O:37])[NH2:38])[cH:34][cH:35]2)([CH3:39])[CH3:40])[OH:41])[cH:22][cH:23]1. Reactants: saturated solution, [Cl-].[NH4+] (ammonium chloride), O (water), 2H-[2,7]naphtyridine-1-on, CN(C)C=O (DMF), [H-].[Na+] (NaH), C(C1=CC=CC=C1)Cl (benzyl chloride). Reaction conditions: temperature 0 celsius. Product: C(C1=CC=CC=C1)N1C(C2=CN=CC=C2C=C1)=O (2-benzyl-2H-[2,7]naphtyridine-1-on). Isolated yield 89.0%. As a reaction SMILES: [H-].[Na+].[CH2:3](Cl)[C:4]1[CH:9]=[CH:8][CH:7]=[CH:6][CH:5]=1.[Cl-].[NH4+:12].O.[CH3:14][N:15]([CH:17]=[O:18])C>>[CH2:3]([N:15]1[CH:14]=[CH:3][C:4]2[C:5](=[CH:6][N:12]=[CH:8][CH:9]=2)[C:17]1=[O:18])[C:4]1[CH:9]=[CH:8][CH:7]=[CH:6][CH:5]=1 |f:0.1,3.4|. Procedure details: 2H-[2,7]naphtyridine-1-on (200 mg, 1.368 mmol) was suspended in 6 mL of anhydrous DMF, and added with NaH (60% dispersion in mineral oil, 82 mg, 2.053 mmol) while stirring it at 0° C. under the nitrogen atmosphere. The mixture was cooled down at room temperature for about 2 hours, dropwisely added with benzyl chloride (0.19 mL, 1.642 mmol) at 0° C. and then stirred at room temperature for about 2 hours. The mixture was added with 5 mL of a saturated solution of ammonium chloride and 5 mL of dist... The reactants are [OH-].[Na+] (NaOH), C1=CC=CC1 (cyclopentadiene), C(CCCCCCC)Br (octyl bromide). The reagents and catalysts are CCCCCCCC[N+](C)(CCCCCCCC)CCCCCCCC.[Cl-] (Aliquat 336). The solvent is O (water). Conditions: temperature 10 celsius, time 6 hour. The product is C(CCCCCCC)C1=C(C(=C(C1)CCCCCCCC)CCCCCCCC)CCCCCCCC (tetra(octyl)cyclopentadiene). RXN SMILES: [OH-].[Na+].[CH:3]1[CH2:7][CH:6]=[CH:5][CH:4]=1.[CH2:8](Br)[CH2:9][CH2:10][CH2:11][CH2:12][CH2:13][CH2:14][CH3:15]>CCCCCCCC[N+](CCCCCCCC)(CCCCCCCC)C.[Cl-].O>[CH2:8]([C:4]1[CH2:3][C:7]([CH2:8][CH2:9][CH2:10][CH2:11][CH2:12][CH2:13][CH2:14][CH3:15])=[C:6]([CH2:8][CH2:9][CH2:10][CH2:11][CH2:12][CH2:13][CH2:14][CH3:15])[C:5]=1[CH2:8][CH2:9][CH2:10][CH2:11][CH2:12][CH2:13][CH2:14][CH3:15])[CH2:9][CH2:10][CH2:11][CH2:12][CH2:13][CH2:14][CH3:15] |f:0.1,4.5|. Reported procedure: A double-walled reactor having a volume of 1.5 L, provided with baffles, condenser, top stirrer, thermometer and dropping funnel, was charged with 900 g of clear 50% strength NaOH (11.3 mol), followed by cooling to 10° C. Then 30 g of Aliquat 336 (74 mmol) and 48 g (0.72 mol) of freshly cracked cyclopentadiene were added. The reaction mixture was stirred vigorously for a few minutes, then 577 g of octyl bromide (2.99 mol) were added over a period of one hour, while the reaction mixture was coole... Reactants: C1=C(C=CC2=CC=CC=C12)S(=O)(=O)N1CC(C(C1)CSC(C1=CC=CC=C1)(C1=CC=CC=C1)C1=CC=CC=C1)CO ((3RS,4RS)-[1-(naphthalene-2-sulfonyl)-4-tritylsulfanylmethyl-pyrrolidin-3-yl]-methanol), [H-].[Na+] (NaH), O (Water), C(C1=CC=CC=C1)Br (Benzyl bromide). Run in CN(C)C=O (DMF). Run at time 10 minute. The product is C1=C(C=CC2=CC=CC=C12)S(=O)(=O)N1CC(C(C1)CSC(C1=CC=CC=C1)(C1=CC=CC=C1)C1=CC=CC=C1)COCC1=CC=CC=C1 ((3RS,4RS)-1-(naphthalene-2-sulfonyl)-3-benzyloxymethyl-4-tritylsulfanylmethyl-pyrrolidine). Isolated yield 60.6%. As a reaction SMILES: [CH:1]1[C:10]2[C:5](=[CH:6][CH:7]=[CH:8][CH:9]=2)[CH:4]=[CH:3][C:2]=1[S:11]([N:14]1[CH2:18][CH:17]([CH2:19][S:20][C:21]([C:34]2[CH:39]=[CH:38][CH:37]=[CH:36][CH:35]=2)([C:28]2[CH:33]=[CH:32][CH:31]=[CH:30][CH:29]=2)[C:22]2[CH:27]=[CH:26][CH:25]=[CH:24][CH:23]=2)[CH:16]([CH2:40][OH:41])[CH2:15]1)(=[O:13])=[O:12].[H-].[Na+].[CH2:44](Br)[C:45]1[CH:50]=[CH:49][CH:48]=[CH:47][CH:46]=1.O>CN(C=O)C>[CH:1]1[C:10]2[C:5](=[CH:6][CH:7]=[CH:8][CH:9]=2)[CH:4]=[CH:3][C:2]=1[S:11]([N:14]1[CH2:18][CH:17]([CH2:19][S:20][C:21]([C:22]2[CH:27]=[CH:26][CH:25]=[CH:24][CH:23]=2)([C:28]2[CH:29]=[CH:30][CH:31]=[CH:32][CH:33]=2)[C:34]2[CH:39]=[CH:38][CH:37]=[CH:36][CH:35]=2)[CH:16]([CH2:40][O:41][CH2:44][C:45]2[CH:50]=[CH:49][CH:48]=[CH:47][CH:46]=2)[CH2:15]1)(=[O:13])=[O:12] |f:1.2|. Procedure details: To a solution of (3RS,4RS)-[1-(naphthalene-2-sulfonyl)-4-tritylsulfanylmethyl-pyrrolidin-3-yl]-methanol (200 mg, 0.345 mmol) in DMF (2 ml) was added 60% NaH (15.2 mg, 0.379 mmol) at 0° C. and stirred for 10 min. Benzyl bromide (45 μl, 0.379 mmol) was added and stirred for 30 min at 0° C. and for 1 h at room temperature. Water was added and the mixture was extracted with dichloromethane. The organic phase was dried, filtered and evaporated. Flash chromatography (hexane/EtOAc 4:1=>1:1) gave 140 mg...